From a dataset of the Open Reaction Database (ORD), a public repository of structured organic reaction records. describe an organic reaction: reactants, conditions, products, and yield Reactants: F[B-](F)(F)F, Cc1cc(C(=O)O)cc(CC(C)C)n1, Cc1cc(C(=O)NN)cc(CC(C)C)n1, CCN(C(C)C)C(C)C, Cl, CN(C)C=O, CN(C)C(On1nnc2ccccc21)=[N+](C)C. Product: Cc1cc(C(=O)NNC(=O)c2cc(C)nc(CC(C)C)c2)cc(CC(C)C)n1. RXN SMILES: [B-:25]([F:26])([F:27])([F:28])[F:29].[CH2:2]([CH:3]([CH3:4])[CH3:5])[c:6]1[cH:7][c:8]([C:9](=[O:10])[OH:11])[cH:12][c:13]([CH3:15])[n:14]1.[CH2:47]([CH:48]([CH3:49])[CH3:50])[c:51]1[cH:52][c:53]([C:54](=[O:55])[NH:56][NH2:57])[cH:58][c:59]([CH3:61])[n:60]1.[CH:16]([N:17]([CH2:18][CH3:19])[CH:20]([CH3:21])[CH3:22])([CH3:23])[CH3:24].[ClH:1].[O:62]=[CH:63][N:64]([CH3:65])[CH3:66].[n:30]1([O:31][C:32]([N:33]([CH3:34])[CH3:35])=[N+:36]([CH3:37])[CH3:38])[c:39]2[cH:40][cH:41][cH:42][cH:43][c:44]2[n:45][n:46]1>>[CH2:2]([CH:3]([CH3:4])[CH3:5])[c:6]1[cH:7][c:8]([C:9](=[O:10])[NH:57][NH:56][C:54]([c:53]2[cH:52][c:51]([CH2:47][CH:48]([CH3:49])[CH3:50])[n:60][c:59]([CH3:61])[cH:58]2)=[O:55])[cH:12][c:13]([CH3:15])[n:14]1. The reactants are BrCBr (dibromomethane), [F-].[K+] (potassium fluoride), BrC1=CC=C(C(=C1C=O)O)O (6-Bromo-2,3-dihydroxybenzaldehyde). Run in CN(C)C=O (DMF). Conditions: temperature 100 celsius. Yields the product BrC1=C(C2=C(OCO2)C=C1)C=O (5-Bromo-1,3-benzodioxole-4-carboxaldehyde). Isolated yield 31.2%. RXN SMILES: [Br:1][C:2]1[C:7]([CH:8]=[O:9])=[C:6]([OH:10])[C:5]([OH:11])=[CH:4][CH:3]=1.Br[CH2:13]Br.[F-].[K+]>CN(C=O)C>[Br:1][C:2]1[CH:3]=[CH:4][C:5]2[O:11][CH2:13][O:10][C:6]=2[C:7]=1[CH:8]=[O:9] |f:2.3|. Reported procedure: 6-Bromo-2,3-dihydroxybenzaldehyde (1.82 g, 8.39 mmol) was dissolved in DMF (20 mL) and dibromomethane (1.57 g, 9.00 mmol) and potassium fluoride (2.44 g, 42.00 mmol) were added. The reaction mixture was heated to 100° C. for 2 h at which time TLC analysis indicated the reaction complete. The reaction mixture was cooled to ambient temperature and partitioned between water and methylene chloride. The organic layers were washed 4× with water, dried with magnesium sulfate, and concentrated by rotary... Starting materials: [H-].[Na+] (sodium hydride), OC1(C2=C(CCC3=C1N=C(S3)C)C=C(C=C2)C)C=2C(NC(NC2)=O)=O ((±)-5-[9,10-Dihydro-4-hydroxy-2,7-dimethyl-4H-benzo[5,6]cyclohepta[1,2-d]thiazol-4-yl]-2,4(1H,3H)-pyrimidinedione), Cl.ClCCN1CCCC1 (1-(2-chloroethyl)pyrrolidine hydrochloride). Solvent: C(C)(=O)O (acetic acid), CN(C=O)C (N,N-dimethylformamide). Reaction conditions: temperature 50 celsius. Yields the product CC=1SC2=C(N1)C(C1=C(C=C2)C=C(C=C1)C)C=1C(NC(N(C1)CCN1CCCC1)=O)=O ((±)-5-(2,7-Dimethyl-4H-benzo[5,6]cyclohepta[1,2-d]thiazol-4-yl)-1-(2-(N-pyrrolidinyl)ethyl)-2,4(1H,3H)-pyrimidinedione). Reaction SMILES: O[C:2]1([C:18]2[C:19](=[O:25])[NH:20][C:21](=[O:24])[NH:22][CH:23]=2)[C:8]2[N:9]=[C:10]([CH3:12])[S:11][C:7]=2[CH2:6][CH2:5][C:4]2[CH:13]=[C:14]([CH3:17])[CH:15]=[CH:16][C:3]1=2.[H-].[Na+].Cl.Cl[CH2:30][CH2:31][N:32]1[CH2:36][CH2:35][CH2:34][CH2:33]1>CN(C)C=O.C(O)(=O)C>[CH3:12][C:10]1[S:11][C:7]2[CH:6]=[CH:5][C:4]3[CH:13]=[C:14]([CH3:17])[CH:15]=[CH:16][C:3]=3[CH:2]([C:18]3[C:19](=[O:25])[NH:20][C:21](=[O:24])[N:22]([CH2:30][CH2:31][N:32]4[CH2:36][CH2:35][CH2:34][CH2:33]4)[CH:23]=3)[C:8]=2[N:9]=1 |f:1.2,3.4|. Procedure: The product from example 18 step (ii) (1.44 g) was dissolved in dry N,N-dimethylformamide (20 ml) and treated cautiously with sodium hydride (60% dispersion by wt, 0.5 g) under nitrogen. After 10 min 1-(2-chloroethyl)pyrrolidine hydrochloride (0.8 g) was added and the whole heated at 50° C. for 16 h. The reaction mixture was partitioned between water and ethyl acetate. The organic layer was collected, dried over magnesium sulphate and solvent evaporated under reduced pressure. Purification was b... The reactants are C1(=CC=CC=C1)S(=O)(=O)N1C(=CC=2C1=NC=C(C2)OC)C(CC2CCCCC2)O (1-(1-benzenesulfonyl-5-methoxy-1H-pyrrolo[2,3-b]pyridin-2-yl)-2-cyclohexyl-ethanol), CC(=O)OI1(C=2C=CC=CC2C(=O)O1)(OC(=O)C)OC(=O)C (Dess-Martin periodinane), ClCCl (dichloromethane). Run at temperature 25 celsius, time 1 hour. The product is C1(=CC=CC=C1)S(=O)(=O)N1C(=CC=2C1=NC=C(C2)OC)C(CC2CCCCC2)=O (1-(1-benzenesulfonyl-5-methoxy-1H-pyrrolo[2,3-b]pyridin-2-yl)-2-cyclohexyl-ethanone). The yield is 100.3%. As a reaction SMILES: [C:1]1([S:7]([N:10]2[C:14]3=[N:15][CH:16]=[C:17]([O:19][CH3:20])[CH:18]=[C:13]3[CH:12]=[C:11]2[CH:21]([OH:29])[CH2:22][CH:23]2[CH2:28][CH2:27][CH2:26][CH2:25][CH2:24]2)(=[O:9])=[O:8])[CH:6]=[CH:5][CH:4]=[CH:3][CH:2]=1.CC(OI1(OC(C)=O)(OC(C)=O)OC(=O)C2C=CC=CC1=2)=O.ClCCl>>[C:1]1([S:7]([N:10]2[C:14]3=[N:15][CH:16]=[C:17]([O:19][CH3:20])[CH:18]=[C:13]3[CH:12]=[C:11]2[C:21](=[O:29])[CH2:22][CH:23]2[CH2:24][CH2:25][CH2:26][CH2:27][CH2:28]2)(=[O:9])=[O:8])[CH:2]=[CH:3][CH:4]=[CH:5][CH:6]=1. Procedure details: To a 250 mL round bottomed flask charged with 1-(1-benzenesulfonyl-5-methoxy-1H-pyrrolo[2,3-b]pyridin-2-yl)-2-cyclohexyl-ethanol (240 mg, 0.58 mmol) was added a solution of Dess-Martin periodinane in dichloromethane (0.3 M, 3.86 mL, 1.16 mmol) at 25° C. The reaction mixture was stirred at 25° C. for 1 h and then quenched with a saturated aqueous sodium bicarbonate solution (60 mL). The mixture was extracted with ethyl acetate (250 mL), washed with a saturated aqueous sodium bicarbonate solution ... The reactants are CNC, CCN(C(C)C)C(C)C, O=[N+]([O-])c1c(Cl)ncnc1Cl, ClCCl. Product: CN(C)c1ncnc(Cl)c1[N+](=O)[O-]. Reaction SMILES: [CH3:12][NH:13][CH3:14].[CH:15]([N:16]([CH:17]([CH3:18])[CH3:19])[CH2:20][CH3:21])([CH3:22])[CH3:23].[Cl:1][c:2]1[n:3][cH:4][n:5][c:6]([Cl:11])[c:7]1[N+:8](=[O:9])[O-:10].[Cl:24][CH2:25][Cl:26]>>[c:2]1([N:13]([CH3:12])[CH3:14])[n:3][cH:4][n:5][c:6]([Cl:11])[c:7]1[N+:8](=[O:9])[O-:10]. The reactants are ClC1=NC2=C(N1C)C(=CC=C2)C2=C(C=CC=C2)CC (2-chloro-7-(2-ethylphenyl)-1-methyl-1H-benzimidazole), BrC1=CC(=C(N)C(=C1)C)OC (4-bromo-2-methoxy-6-methylaniline), C(O)([O-])=O.[Na+] (sodium hydrogen carbonate). The solvent is C(C)(=O)OCC (ethyl acetate). Reaction conditions: temperature 120 celsius, time 15 hour. The product is BrC1=CC(=C(C(=C1)C)NC1=NC2=C(N1C)C(=CC=C2)C2=C(C=CC=C2)CC)OC (N-(4-Bromo-2-methoxy-6-methylphenyl)-7-(2-ethylphenyl)-1-methyl-1H-benzimidazol-2-amine). Isolated yield 54.2%. RXN SMILES: Cl[C:2]1[N:6]([CH3:7])[C:5]2[C:8]([C:12]3[CH:17]=[CH:16][CH:15]=[CH:14][C:13]=3[CH2:18][CH3:19])=[CH:9][CH:10]=[CH:11][C:4]=2[N:3]=1.[Br:20][C:21]1[CH:27]=[C:26]([CH3:28])[C:24]([NH2:25])=[C:23]([O:29][CH3:30])[CH:22]=1.C(=O)([O-])O.[Na+]>C(OCC)(=O)C>[Br:20][C:21]1[CH:27]=[C:26]([CH3:28])[C:24]([NH:25][C:2]2[N:6]([CH3:7])[C:5]3[C:8]([C:12]4[CH:17]=[CH:16][CH:15]=[CH:14][C:13]=4[CH2:18][CH3:19])=[CH:9][CH:10]=[CH:11][C:4]=3[N:3]=2)=[C:23]([O:29][CH3:30])[CH:22]=1 |f:2.3|. Procedure: A mixture of 100 mg (0.369 mmol) of 2-chloro-7-(2-ethylphenyl)-1-methyl-1H-benzimidazole and 239 mg (1.11 mmol) of 4-bromo-2-methoxy-6-methylaniline was stirred at 120° C. for 15 hours. After cooling, the reaction mixture was neutralized by saturated aqueous sodium hydrogen carbonate, followed by addition of ethyl acetate. The resulting crystals were collected by filtration and washed with water and ethyl acetate, and suspended in hot ethyl acetate. After cooling to room temperature, the crystal...